From a dataset of the Open Reaction Database (ORD), a public repository of structured organic reaction records. describe an organic reaction: reactants, conditions, products, and yield Yields the product FC=1C=CC(=C(C#N)C1)C1=NC=CC(=N1)C1=CN=C2N1C=CC(=N2)C(F)(F)F (5-fluoro-2-{4-[7-trifluoromethylimidazo[1,2-α]pyrimidin-3-yl]pyrimidin-2-yl}benzonitrile). Starting materials: ClC1=NC=CC(=N1)C1=CN=C2N1C=CC(=N2)C(F)(F)F (3-(2-Chloropyrimidin-4-yl)-7-trifluoromethylimidazo[1,2-α]pyrimidine), FC=1C=CC(=C(C#N)C1)C1=NC(=CC=C1)C1=CN=C2N1C=CC(=N2)C(C)(C)O (5-fluoro-2-{6-[7-(1-hydroxy-1-methylethyl)imidazo[1,2-α]pyrimidin-3-yl]pyridin-2-yl}benzonitrile). Procedure details: 3-(2-Chloropyrimidin-4-yl)-7-trifluoromethylimidazo[1,2-α]pyrimidine was coupled to 5-fluoro-2-(4,4,5,5-tetramethyl-[1,3,2]dioxaborolan-2-yl)benzonitrile (synthesised as in Example 22) by the method of Example 1 to afford 5-fluoro-2-{4-[7-trifluoromethylimidazo[1,2-α]pyrimidin-3-yl]pyrimidin-2-yl}benzonitrile as a white solid: δH (400 MHz, CDCl3) 7.48-7.53 (2H, m), 7.63 (1H, dd, J 2.5, 8.0), 7.78 (1H, d, J 5.5), 8.39 (1H, dd, J 5.5, 9.0), 8.74 (1H, s), 8.95 (1H, d, J 5.5), 10.67 (1H, d, J 6.7); ... Reaction SMILES: Cl[C:2]1[N:7]=[C:6]([C:8]2[N:12]3[CH:13]=[CH:14][C:15]([C:17]([F:20])([F:19])[F:18])=[N:16][C:11]3=[N:10][CH:9]=2)[CH:5]=[CH:4][N:3]=1.[F:21][C:22]1[CH:23]=[CH:24][C:25](C2C=CC=C(C3N4C=CC(C(O)(C)C)=NC4=NC=3)N=2)=[C:26]([CH:29]=1)[C:27]#[N:28]>>[F:21][C:22]1[CH:23]=[CH:24][C:25]([C:2]2[N:7]=[C:6]([C:8]3[N:12]4[CH:13]=[CH:14][C:15]([C:17]([F:20])([F:19])[F:18])=[N:16][C:11]4=[N:10][CH:9]=3)[CH:5]=[CH:4][N:3]=2)=[C:26]([CH:29]=1)[C:27]#[N:28].